Dataset: the Open Reaction Database (ORD), a public repository of structured organic reaction records. Task: describe an organic reaction: reactants, conditions, products, and yield Starting materials: ClC=1C(=NC(=C(C1)C(=O)NC(C)(C)C1=CC=CC=C1)NC=1C=NC=C(C1)C)N[C@@H]1[C@@H](CCCC1)NC(OC(C)(C)C)=O (tert-butyl cis-2-(3-chloro-5-(2-phenylpropan-2-ylaminocarbonyl)-6-(5-methylpyridin-3-ylamino)pyridin-2-ylamino)cyclohexylcarbamate), C(=O)(C(F)(F)F)O (TFA). Reaction conditions: time 1 hour. Product: N[C@@H]1[C@@H](CCCC1)NC1=NC(=C(C(=O)N)C=C1Cl)NC=1C=NC=C(C1)C.Cl (6-(cis-2-aminocyclohexylamino)-5-chloro-2-(5-methylpyridin-3-ylamino)nicotinamide•hydrochloride). Yield: 192.3%. As a reaction SMILES: [Cl:1][C:2]1[C:3]([NH:28][C@H:29]2[CH2:34][CH2:33][CH2:32][CH2:31][C@H:30]2[NH:35]C(=O)OC(C)(C)C)=[N:4][C:5]([NH:20][C:21]2[CH:22]=[N:23][CH:24]=[C:25]([CH3:27])[CH:26]=2)=[C:6]([C:8]([NH:10]C(C2C=CC=CC=2)(C)C)=[O:9])[CH:7]=1.C(O)(C(F)(F)F)=O>>[NH2:35][C@H:30]1[CH2:31][CH2:32][CH2:33][CH2:34][C@H:29]1[NH:28][C:3]1[C:2]([Cl:1])=[CH:7][C:6]([C:8]([NH2:10])=[O:9])=[C:5]([NH:20][C:21]2[CH:22]=[N:23][CH:24]=[C:25]([CH3:27])[CH:26]=2)[N:4]=1.[ClH:1] |f:2.3|. Reported procedure: A mixture of tert-butyl cis-2-(3-chloro-5-(2-phenylpropan-2-ylaminocarbonyl)-6-(5-methylpyridin-3-ylamino)pyridin-2-ylamino)cyclohexylcarbamate (12 mg) and TFA (0.5 ml) was stirred at room temperature for 1 hour. The solvent was distilled away under reduced pressure (at 40° C. or less), ethyl acetate and 4N hydrogen chloride/1,4-dioxane (25 μl) were added, and the resultant was left at rest overnight at room temperature. Solid matter was collected by filtration, and a white solid of 6-(cis-2-ami... Reactants: CCOC(=O)C(Cc1ccc(OCCNC(=O)c2ccc(-c3ccc(Cl)cc3)cc2)cc1)Oc1ccccc1, [Na+], [OH-]. The product is O=C(NCCOc1ccc(CC(Oc2ccccc2)C(=O)O)cc1)c1ccc(-c2ccc(Cl)cc2)cc1. RXN SMILES: [Cl:1][c:2]1[cH:3][cH:4][c:5](-[c:8]2[cH:9][cH:10][c:11]([C:14](=[O:15])[NH:16][CH2:17][CH2:18][O:19][c:20]3[cH:21][cH:22][c:23]([CH2:26][CH:27]([C:28](=[O:29])[O:30][CH2:31][CH3:32])[O:33][c:34]4[cH:35][cH:36][cH:37][cH:38][cH:39]4)[cH:24][cH:25]3)[cH:12][cH:13]2)[cH:6][cH:7]1.[Na+:41].[OH-:40]>>[Cl:1][c:2]1[cH:3][cH:4][c:5](-[c:8]2[cH:9][cH:10][c:11]([C:14](=[O:15])[NH:16][CH2:17][CH2:18][O:19][c:20]3[cH:21][cH:22][c:23]([CH2:26][CH:27]([C:28](=[O:29])[OH:30])[O:33][c:34]4[cH:35][cH:36][cH:37][cH:38][cH:39]4)[cH:24][cH:25]3)[cH:12][cH:13]2)[cH:6][cH:7]1. Starting materials: CC(CN)c1ccc(Cl)cc1Cl, Cl, O=C(O)c1ccc(I)cc1NS(=O)(=O)c1c(F)cccc1F. Product: CC(CNC(=O)c1ccc(I)cc1NS(=O)(=O)c1c(F)cccc1F)c1ccc(Cl)cc1Cl. As a reaction SMILES: [Cl:24][c:25]1[c:26]([CH:32]([CH2:33][NH2:34])[CH3:35])[cH:27][cH:28][c:29]([Cl:31])[cH:30]1.[ClH:23].[F:1][c:2]1[c:3]([S:9](=[O:10])(=[O:11])[NH:12][c:13]2[c:14]([C:15](=[O:16])[OH:17])[cH:18][cH:19][c:20]([I:22])[cH:21]2)[c:4]([F:8])[cH:5][cH:6][cH:7]1>>[F:1][c:2]1[c:3]([S:9](=[O:10])(=[O:11])[NH:12][c:13]2[c:14]([C:15](=[O:16])[NH:34][CH2:33][CH:32]([c:26]3[c:25]([Cl:24])[cH:30][c:29]([Cl:31])[cH:28][cH:27]3)[CH3:35])[cH:18][cH:19][c:20]([I:22])[cH:21]2)[c:4]([F:8])[cH:5][cH:6][cH:7]1. Starting materials: ClCCCC#C[Si](C)(C)C (5-chloro-1-trimethylsilylpent-1-yne), [I-].[Na+] (sodium iodide). The solvent is CC(CC)=O (butanone). The product is ICCCC#C[Si](C)(C)C (5-iodo-1-trimethylsilylpent-1-yne). The yield is 93.8%. Reaction SMILES: Cl[CH2:2][CH2:3][CH2:4][C:5]#[C:6][Si:7]([CH3:10])([CH3:9])[CH3:8].[I-:11].[Na+]>CC(=O)CC>[I:11][CH2:2][CH2:3][CH2:4][C:5]#[C:6][Si:7]([CH3:10])([CH3:9])[CH3:8] |f:1.2|. Procedure: A mixture of 5-chloro-1-trimethylsilylpent-1-yne (13.5 g) and sodium iodide (29 g) in butanone (100 ml) was heated at reflux for 10 hours. After this time the solvent was removed in vacuo and the residue partitioned between diethyl ether and water. The organic phase was separated, washed with water and brine before drying over anhydrous magnesium sulphate. The solvent was removed under reduced pressure to leave 5-iodo-1-trimethylsilylpent-1-yne as a colourless oil (19.3 g). Reactants: ICCCC (iodobutane), suspension, [H-].[K+] (potassium hydride), ClC1=CC=C(C=C1)CNC=1C=NC=NC1 (N-[(4-chlorophenyl)methyl]-(5-pyrimidyl)amine). Solvent: O1CCCC1 (tetrahydrofuran). Reaction conditions: time 8 hour. The product is C(CCC)N(CC1=CC=C(C=C1)Cl)C=1C=NC=NC1 (N-butyl-N-[(4-chlorophenyl)methyl]-(5-pyrimidyl)amine). RXN SMILES: [Cl:1][C:2]1[CH:7]=[CH:6][C:5]([CH2:8][NH:9][C:10]2[CH:11]=[N:12][CH:13]=[N:14][CH:15]=2)=[CH:4][CH:3]=1.[H-].[K+].I[CH2:19][CH2:20][CH2:21][CH3:22]>O1CCCC1>[CH2:19]([N:9]([C:10]1[CH:15]=[N:14][CH:13]=[N:12][CH:11]=1)[CH2:8][C:5]1[CH:4]=[CH:3][C:2]([Cl:1])=[CH:7][CH:6]=1)[CH2:20][CH2:21][CH3:22] |f:1.2|. Reported procedure: To a solution of 2.2 g of N-[(4-chlorophenyl)methyl]-(5-pyrimidyl)amine dissolved in 50 ml of tetrahydrofuran was added 2 g of a 24.6% suspension of potassium hydride in oil. The reaction was allowed to stir at room temperature for approximately 1 hour at which time 2 g of iodobutane was added to the reaction mixture. The mixture was stirred at room temperature overnight and concentrated under reduced pressure. The residue was dissolved in diethyl ether and the organic phase was washed with wate...